This data is from the Open Reaction Database (ORD), a public repository of structured organic reaction records. The task is: describe an organic reaction: reactants, conditions, products, and yield Starting materials: O=C1CCC(=O)N1Br, CC(C)N1CCC(Oc2ccc3c(c2)cc2n3C(C)CNC2=O)CC1. The product is CC(C)N1CCC(Oc2ccc3c(c2)c(Br)c2n3C(C)CNC2=O)CC1. As a reaction SMILES: [Br:26][N:27]1[C:28](=[O:29])[CH2:30][CH2:31][C:32]1=[O:33].[CH:1]([CH3:2])([CH3:3])[N:4]1[CH2:5][CH2:6][CH:7]([O:10][c:11]2[cH:12][c:13]3[cH:14][c:15]4[n:16]([c:17]3[cH:18][cH:19]2)[CH:20]([CH3:25])[CH2:21][NH:22][C:23]4=[O:24])[CH2:8][CH2:9]1>>[CH:1]([CH3:2])([CH3:3])[N:4]1[CH2:5][CH2:6][CH:7]([O:10][c:11]2[cH:12][c:13]3[c:14]([Br:26])[c:15]4[n:16]([c:17]3[cH:18][cH:19]2)[CH:20]([CH3:25])[CH2:21][NH:22][C:23]4=[O:24])[CH2:8][CH2:9]1. Reactants: COC(=O)CC(O)CC(O)C=Cc1c(C(C)C)c(C(=O)N(C)Cc2ccccc2C)nn1-c1ccc(F)cc1, CO. The product is COC(=O)CC(O)CC(O)CCc1c(C(C)C)c(C(=O)N(C)Cc2ccccc2C)nn1-c1ccc(F)cc1. As a reaction SMILES: [CH3:1][O:2][C:3]([CH2:4][CH:5]([CH2:6][CH:7]([CH:8]=[CH:9][c:10]1[n:11](-[c:30]2[cH:31][cH:32][c:33]([F:36])[cH:34][cH:35]2)[n:12][c:13]([C:18]([N:19]([CH2:20][c:21]2[c:22]([CH3:27])[cH:23][cH:24][cH:25][cH:26]2)[CH3:28])=[O:29])[c:14]1[CH:15]([CH3:16])[CH3:17])[OH:37])[OH:38])=[O:39].[CH3:40][OH:41]>>[CH3:1][O:2][C:3]([CH2:4][CH:5]([CH2:6][CH:7]([CH2:8][CH2:9][c:10]1[n:11](-[c:30]2[cH:31][cH:32][c:33]([F:36])[cH:34][cH:35]2)[n:12][c:13]([C:18]([N:19]([CH2:20][c:21]2[c:22]([CH3:27])[cH:23][cH:24][cH:25][cH:26]2)[CH3:28])=[O:29])[c:14]1[CH:15]([CH3:16])[CH3:17])[OH:37])[OH:38])=[O:39]. Starting materials: CC(=O)OC1CSC(Br)C(OC(C)=O)C1OC(C)=O, O=[N+]([O-])c1ccccc1S, O=[Zn]. Product: CC(=O)OC1CSC(Sc2ccccc2[N+](=O)[O-])C(OC(C)=O)C1OC(C)=O. As a reaction SMILES: [C:11]([CH3:12])(=[O:13])[O:14][CH:15]1[CH:16]([Br:29])[S:17][CH2:18][CH:19]([O:25][C:26]([CH3:27])=[O:28])[CH:20]1[O:21][C:22]([CH3:23])=[O:24].[N+:1](=[O:2])([O-:3])[c:4]1[c:5]([SH:10])[cH:6][cH:7][cH:8][cH:9]1.[O:30]=[Zn:31]>>[N+:1](=[O:2])([O-:3])[c:4]1[c:5]([S:10][CH:16]2[CH:15]([O:14][C:11]([CH3:12])=[O:13])[CH:20]([O:21][C:22]([CH3:23])=[O:24])[CH:19]([O:25][C:26]([CH3:27])=[O:28])[CH2:18][S:17]2)[cH:6][cH:7][cH:8][cH:9]1.